This data is from the Open Reaction Database (ORD), a public repository of structured organic reaction records. The task is: describe an organic reaction: reactants, conditions, products, and yield Starting materials: CCO, C[Si](C)(C)CC[Si](C)(C)CCCOCC1CO1, [NH4+], [OH-], O. Yields the product C[Si](C)(C)CC[Si](C)(C)CCCOCC(O)CN. As a reaction SMILES: [CH3:3][CH2:4][OH:5].[CH3:6][Si:7]([CH2:8][CH2:9][CH2:10][O:11][CH2:12][CH:13]1[O:14][CH2:15]1)([CH2:16][CH2:17][Si:18]([CH3:19])([CH3:20])[CH3:21])[CH3:22].[NH4+:1].[OH-:2].[OH2:23]>>[NH2:1][CH2:15][CH:13]([CH2:12][O:11][CH2:10][CH2:9][CH2:8][Si:7]([CH3:6])([CH2:16][CH2:17][Si:18]([CH3:19])([CH3:20])[CH3:21])[CH3:22])[OH:14]. The reactants are CC(C)(C#N)N=NC(C)(C)C#N (AIBN), C1CC(=O)N(C1=O)Br (NBS), CC(C)(C#N)N=NC(C)(C)C#N (AIBN), CC=1C=C(C=C(C1)[N+](=O)[O-])C1=CC=CC=C1 (3-methyl-5-nitrobiphenyl). Solvent: C(Cl)(Cl)(Cl)Cl (carbon tetrachloride). Run at temperature 80 celsius. Yields the product BrCC=1C=C(C=C(C1)[N+](=O)[O-])C1=CC=CC=C1 (3-(bromomethyl)-5-nitrobiphenyl). As a reaction SMILES: C1C(=O)N([Br:8])C(=O)C1.CC(N=NC(C#N)(C)C)(C#N)C.[CH3:21][C:22]1[CH:23]=[C:24]([C:31]2[CH:36]=[CH:35][CH:34]=[CH:33][CH:32]=2)[CH:25]=[C:26]([N+:28]([O-:30])=[O:29])[CH:27]=1>C(Cl)(Cl)(Cl)Cl>[Br:8][CH2:21][C:22]1[CH:23]=[C:24]([C:31]2[CH:32]=[CH:33][CH:34]=[CH:35][CH:36]=2)[CH:25]=[C:26]([N+:28]([O-:30])=[O:29])[CH:27]=1. Procedure details: NBS (184 mg, 1.032 mmol) and AIBN (15.4 mg, 0.04 mmol) were added to a solution of 3-methyl-5-nitrobiphenyl (200 mg, 0.938 mmol) in carbon tetrachloride (1.88 mL) and then the reaction mixture was heated to 80° C. for 3 hours. Additional AIBN (15.4 mg, 0.04 mmol) was added to the reaction mixture and was heated for additional 1 hour. The mixture was purified directly by silica gel column chromatography (ethyl acetate/hexanes) to yield 3-(bromomethyl)-5-nitrobiphenyl. Reactants: C1CCOC1, CCOC(=O)N=NC(=O)OCC, CCOC(=O)C(Cc1ccc(O)cc1)OCC, c1ccc(P(c2ccccc2)c2ccccc2)cc1, OCCC1c2ccccc2Oc2ccccc21. Product: CCOC(=O)C(Cc1ccc(OCCC2c3ccccc3Oc3ccccc32)cc1)OCC. RXN SMILES: [CH2:66]1[O:67][CH2:68][CH2:69][CH2:70]1.[O:1]=[C:2]([O:3][CH2:4][CH3:5])[N:6]=[N:7][C:8]([O:9][CH2:10][CH3:11])=[O:12].[OH:13][c:14]1[cH:15][cH:16][c:17]([CH2:20][CH:21]([C:22](=[O:23])[O:24][CH2:25][CH3:26])[O:27][CH2:28][CH3:29])[cH:18][cH:19]1.[c:30]1([P:31]([c:32]2[cH:33][cH:34][cH:35][cH:36][cH:37]2)[c:38]2[cH:39][cH:40][cH:41][cH:42][cH:43]2)[cH:44][cH:45][cH:46][cH:47][cH:48]1.[cH:49]1[cH:50][cH:51][cH:52][c:53]2[c:62]1[CH:61]([CH2:63][CH2:64][OH:65])[c:60]1[c:55]([cH:56][cH:57][cH:58][cH:59]1)[O:54]2>>[O:13]([c:14]1[cH:15][cH:16][c:17]([CH2:20][CH:21]([C:22](=[O:23])[O:24][CH2:25][CH3:26])[O:27][CH2:28][CH3:29])[cH:18][cH:19]1)[CH2:64][CH2:63][CH:61]1[c:60]2[c:55]([cH:56][cH:57][cH:58][cH:59]2)[O:54][c:53]2[cH:52][cH:51][cH:50][cH:49][c:62]21. Reactants: CC(C)(C)OC(=O)Nc1ccccc1NC(=O)C=Cc1ccc(C(C)(NCCN2CCOCC2)C(=O)Nc2ccc(C(F)(F)F)cc2)cc1, CO, Cl. Yields the product CC(NCCN1CCOCC1)(C(=O)Nc1ccc(C(F)(F)F)cc1)c1ccc(C=CC(=O)Nc2ccccc2N)cc1. Reaction SMILES: [C:1]([O:2][C:3](=[O:4])[NH:7][c:8]1[c:9]([NH:14][C:15]([CH:16]=[CH:17][c:18]2[cH:19][cH:20][c:21]([C:24]([CH3:25])([C:26]([NH:27][c:28]3[cH:29][cH:30][c:31]([C:34]([F:35])([F:36])[F:37])[cH:32][cH:33]3)=[O:38])[NH:39][CH2:40][CH2:41][N:42]3[CH2:43][CH2:44][O:45][CH2:46][CH2:47]3)[cH:22][cH:23]2)=[O:48])[cH:10][cH:11][cH:12][cH:13]1)([CH3:5])([CH3:6])[CH3:49].[CH3:51][OH:52].[ClH:50]>>[NH2:7][c:8]1[c:9]([NH:14][C:15]([CH:16]=[CH:17][c:18]2[cH:19][cH:20][c:21]([C:24]([CH3:25])([C:26]([NH:27][c:28]3[cH:29][cH:30][c:31]([C:34]([F:35])([F:36])[F:37])[cH:32][cH:33]3)=[O:38])[NH:39][CH2:40][CH2:41][N:42]3[CH2:43][CH2:44][O:45][CH2:46][CH2:47]3)[cH:22][cH:23]2)=[O:48])[cH:10][cH:11][cH:12][cH:13]1. Starting materials: N12CCNC(CC1)CC2 (1,4-diazabicyclo[3.2.2]nonane), ClC1=NC=C(C=N1)[N+](=O)[O-] (2-chloro-5-nitro-pyrimidine), C([O-])(O)=O.[Na+] (sodium bicarbonate). The solvent is O1CCOCC1 (dioxane). Run at time 15 hour. Yields the product [N+](=O)([O-])C=1C=NC(=NC1)N1CCN2CCC1CC2 (4-(5-Nitro-pyrimidin-2-yl)-1,4-diaza-bicyclo[3.2.2]nonane). RXN SMILES: [N:1]12[CH2:9][CH2:8][CH:5]([CH2:6][CH2:7]1)[NH:4][CH2:3][CH2:2]2.Cl[C:11]1[N:16]=[CH:15][C:14]([N+:17]([O-:19])=[O:18])=[CH:13][N:12]=1.C(=O)(O)[O-].[Na+]>O1CCOCC1>[N+:17]([C:14]1[CH:13]=[N:12][C:11]([N:4]2[CH:5]3[CH2:8][CH2:9][N:1]([CH2:7][CH2:6]3)[CH2:2][CH2:3]2)=[N:16][CH:15]=1)([O-:19])=[O:18] |f:2.3|. Reported procedure: A mixture of 1,4-diazabicyclo[3.2.2]nonane (0.87 g, 6.90 mmol), 2-chloro-5-nitro-pyrimidine (1.56 g, 6.27 mmol) and dioxane (75 ml) was stirred at room-temperature for 15 h. Aqueous sodium bicarbonate (20 ml, 10%) was added followed by extraction with ethylacetate (3×20 ml). The organic phase was dried and evaporated and a yellow powder was isolated. Yield 0.86 g (55%). Mp 135-139° C. Reactants: N(=[N+]=[N-])CC1=NC=C(C(=C1)O)OC (2-azidomethyl-5-methoxy-pyridin-4-ol), C1(=CC=CC=C1)P(C1=CC=CC=C1)C1=CC=CC=C1 (triphenylphosphine), O (water). Solvent: O1CCCC1 (tetrahydrofuran). Conditions: time 8 hour. Product: NCC1=NC=C(C(=C1)O)OC (2-Aminomethyl-5-methoxy-pyridin-4-ol). Reaction SMILES: [N:1]([CH2:4][C:5]1[CH:10]=[C:9]([OH:11])[C:8]([O:12][CH3:13])=[CH:7][N:6]=1)=[N+]=[N-].C1(P(C2C=CC=CC=2)C2C=CC=CC=2)C=CC=CC=1.O>O1CCCC1>[NH2:1][CH2:4][C:5]1[CH:10]=[C:9]([OH:11])[C:8]([O:12][CH3:13])=[CH:7][N:6]=1. Procedure: A mixture of 2-azidomethyl-5-methoxy-pyridin-4-ol (1.45 g, 8.05 mole), is then suspended in 20 mL of tetrahydrofuran and treated with triphenylphosphine (2.11 g, 8.05 mmole) after stirring for 10 mins at ambient temperature water is added (1.76 mL, 15 equivalents) and the reaction mixture is stirred at ambient temperature overnight. The solids gradually dissolved followed by the formation of a precipitate. The resulting solid is filtered, washed with fresh 10:1 tetrahydrofuran:water and dried to... Starting materials: NC(=O)N.C(CCCC(=O)O)(=O)O (urea glutaric acid). The solvent is O (water). The product is C(CCCC(=O)O)(=O)O (glutaric acid). RXN SMILES: NC(N)=O.[C:5]([OH:13])(=[O:12])[CH2:6][CH2:7][CH2:8][C:9]([OH:11])=[O:10]>O>[C:5]([OH:13])(=[O:12])[CH2:6][CH2:7][CH2:8][C:9]([OH:11])=[O:10] |f:0.1|. Reported procedure: 100 g. of an acid mixture [(composition: 54% by weight of glutaric acid; 25% by weight of succinic acid; and 21% by weight of adipic acid; each percentage being based on the mixture) obtained by the following process: subjecting cyclohexanol and cyclohexanone to two-stage oxidation in the presence of ammonium metavanadate and copper, using nitric acid as a solvent, at 60° to 80° C. in the first stage and at 100° to 110° C. in the second stage under a pressure of 2 to 10 atm. to produce adipic ac... The reactants are N1CCC(CC1)=O (4-piperidone), ClCC=1SC=CC1 (2-(chloromethyl)thiophene). The product is S1C(=CC=C1)CN1CCC(CC1)=O (1-(2-Thiopheneyl)methyl-4-piperidone). Reaction SMILES: [NH:1]1[CH2:6][CH2:5][C:4](=[O:7])[CH2:3][CH2:2]1.Cl[CH2:9][C:10]1[S:11][CH:12]=[CH:13][CH:14]=1>>[S:11]1[CH:12]=[CH:13][CH:14]=[C:10]1[CH2:9][N:1]1[CH2:6][CH2:5][C:4](=[O:7])[CH2:3][CH2:2]1. Procedure: 1-(2-Thiopheneyl)methyl-4-piperidone is prepared from 4-piperidone and 2-(chloromethyl)thiophene essentially as described above in Example 38, Scheme C, step a. Starting materials: Cc1cscc1B(O)O, COc1ccc2c(Cl)nc(Nc3cc[nH]n3)cc2c1. The product is COc1ccc2c(-c3cscc3C)nc(Nc3cc[nH]n3)cc2c1. As a reaction SMILES: [CH3:20][c:21]1[c:22]([B:26]([OH:27])[OH:28])[cH:23][s:24][cH:25]1.[Cl:1][c:2]1[n:3][c:4]([NH:14][c:15]2[n:16][nH:17][cH:18][cH:19]2)[cH:5][c:6]2[cH:7][c:8]([O:12][CH3:13])[cH:9][cH:10][c:11]12>>[c:2]1(-[c:22]2[c:21]([CH3:20])[cH:25][s:24][cH:23]2)[n:3][c:4]([NH:14][c:15]2[n:16][nH:17][cH:18][cH:19]2)[cH:5][c:6]2[cH:7][c:8]([O:12][CH3:13])[cH:9][cH:10][c:11]12. Starting materials: meso-2,4-dimethylglutaric acid anhydride, CO (methanol), compounds 1, CC1CC(=O)OC(C1)=O (3-methylglutaric anhydride), C(=O)(OC)CCC(C(=O)Cl)C (4-carbomethoxy-2-methylbutanoyl chloride), compound 8, C(=O)(OC)CC(C(=O)Cl)C (3-carbomethoxy-2-methylpropanoyl chloride), CC1C(=O)OC(CC1)=O (2-methylglutaric anhydride), 4-carbomethoxy-4-(2-phenethyl)-2-methylbutanoyl chloride. Product: C(=O)(OC)C(CC(C(=O)O)C)C (4-carbomethoxy-2,4-dimethylbutanoic acid). RXN SMILES: [C:1](CC(C)C(Cl)=O)(OC)=[O:2].[CH3:11][CH:12]1[CH2:18][CH2:17][C:16](=O)[O:15][C:13]1=[O:14].C(CCC(C)C(Cl)=O)(OC)=O.CC1CC(=O)OC(=O)C1.[CH3:40][OH:41]>>[C:40]([CH:17]([CH3:16])[CH2:18][CH:12]([CH3:11])[C:13]([OH:15])=[O:14])([O:2][CH3:1])=[O:41]. Procedure details: The starting materials for said compounds 1, 2, 4, 6, 11 and 12 are the 3-carbomethoxy-2-methylpropanoyl chloride, 2-methylglutaric anhydride, 4-carbomethoxy-2-methylbutanoyl chloride, 3-methylglutaric anhydride and the erythro or threo 4-carbomethoxy-4-(2-phenethyl)-2-methylbutanoyl chloride respectively. That of compound 8 and 9 may be prepared as follows: The solution of 6.0 of meso-2,4-dimethylglutaric acid anhydride [J. Am. Chem. Soc. 77, 1862 (1955)] in 4 ml of methanol is refluxed for one...